The task is: describe an organic reaction: reactants, conditions, products, and yield. This data is from the Open Reaction Database (ORD), a public repository of structured organic reaction records. Reactants: CC#N, ClCCl, c1ccc2c(c1)CC1OC21, O, O=S(=O)(O)O. Product: NC1c2ccccc2CC1O. RXN SMILES: [CH3:11][C:12]#[N:13].[Cl:14][CH2:15][Cl:16].[O:1]1[CH:2]2[CH:3]1[CH2:4][c:5]1[cH:6][cH:7][cH:8][cH:9][c:10]12.[OH2:22].[S:17](=[O:18])(=[O:19])([OH:20])[OH:21]>>[OH:1][CH:3]1[CH:2]([NH2:13])[c:10]2[c:5]([cH:6][cH:7][cH:8][cH:9]2)[CH2:4]1. The reactants are C([O-])([O-])=O.[Cs+].[Cs+] (cesium carbonate), BrC1=CC=C(C=C1)O (4-Bromophenol), C(C1=CC=CC=C1)Br (benzyl bromide). Solvent: CS(=O)C (DMSO). Reported procedure: 4-Bromophenol (3.9 g, 22.41 mmol), benzyl bromide (4.6 g, 26.9 mmol), and cesium carbonate (89.6 mmol) were combined in DMSO (30 mL) under nitrogen at room temperature. The reaction was stirred for 24 h, filtered to remove the solids, and then partitioned between ethyl acetate and water. The organic layer was washed with water, 1 N HCl, and brine; dried over magnesium sulfate; and, concentrated to give a semi-solid. The product was crystallized from hexanes to give 1-bromo-4-benzyloxy-benzene as... The product is BrC1=CC=C(C=C1)OCC1=CC=CC=C1 (1-bromo-4-benzyloxy-benzene), powder. RXN SMILES: [Br:1][C:2]1[CH:7]=[CH:6][C:5]([OH:8])=[CH:4][CH:3]=1.[CH2:9](Br)[C:10]1[CH:15]=[CH:14][CH:13]=[CH:12][CH:11]=1.C(=O)([O-])[O-].[Cs+].[Cs+]>CS(C)=O>[Br:1][C:2]1[CH:7]=[CH:6][C:5]([O:8][CH2:9][C:10]2[CH:15]=[CH:14][CH:13]=[CH:12][CH:11]=2)=[CH:4][CH:3]=1 |f:2.3.4|. Isolated yield 75.0%. Conditions: time 24 hour. Starting materials: BrB(Br)Br, ClCCl, COc1ccc(C(=O)c2cccc(F)c2)cc1, O. The product is O=C(c1ccc(O)cc1)c1cccc(F)c1. RXN SMILES: [B:18]([Br:19])([Br:20])[Br:21].[Cl:23][CH2:24][Cl:25].[F:1][c:2]1[cH:3][c:4]([C:8](=[O:9])[c:10]2[cH:11][cH:12][c:13]([O:16][CH3:17])[cH:14][cH:15]2)[cH:5][cH:6][cH:7]1.[OH2:22]>>[F:1][c:2]1[cH:3][c:4]([C:8](=[O:9])[c:10]2[cH:11][cH:12][c:13]([OH:16])[cH:14][cH:15]2)[cH:5][cH:6][cH:7]1. Reactants: COCCl, CC(C)NC(C)C, ClCCl, O, O=C(c1ccccc1)c1ccc(O)cc1. Product: COCOc1ccc(C(=O)c2ccccc2)cc1. As a reaction SMILES: [CH3:16][O:17][CH2:18][Cl:19].[CH:24]([NH:25][CH:26]([CH3:27])[CH3:28])([CH3:29])[CH3:30].[Cl:21][CH2:22][Cl:23].[OH2:20].[OH:1][c:2]1[cH:3][cH:4][c:5]([C:6](=[O:7])[c:8]2[cH:9][cH:10][cH:11][cH:12][cH:13]2)[cH:14][cH:15]1>>[O:1]([c:2]1[cH:3][cH:4][c:5]([C:6](=[O:7])[c:8]2[cH:9][cH:10][cH:11][cH:12][cH:13]2)[cH:14][cH:15]1)[CH2:18][O:17][CH3:16]. The reactants are O (water), C(C1=CC=CC=C1)N (Benzylamine), C(C)(C)(C)OC(=O)N1[C@@H]2CC[C@H]([C@H]1C=O)C2 ((1R,35,45)-3-formyl-2-aza-bicyclo[2.2.1]heptane-2-carboxylic acid tert-butyl ester), C(C)(=O)O[BH-](OC(C)=O)OC(C)=O.[Na+] (sodium triacetoxyborohydride). The solvent is C(Cl)Cl (DCM). Conditions: time 20 minute. Yields the product C(C)(C)(C)OC(=O)N1[C@@H]2CC[C@H]([C@H]1CNCC1=CC=CC=C1)C2 ((1R,3S,4S)-3-(Benzylamino-methyl)-2-aza-bicyclo[2.2.1]heptane-2-carboxylic acid tert-butyl ester). As a reaction SMILES: [CH2:1]([NH2:8])[C:2]1[CH:7]=[CH:6][CH:5]=[CH:4][CH:3]=1.[C:9]([O:13][C:14]([N:16]1[C@H:21]([CH:22]=O)[C@@H:20]2[CH2:24][C@H:17]1[CH2:18][CH2:19]2)=[O:15])([CH3:12])([CH3:11])[CH3:10].C(O[BH-](OC(=O)C)OC(=O)C)(=O)C.[Na+].O>C(Cl)Cl>[C:9]([O:13][C:14]([N:16]1[C@H:21]([CH2:22][NH:8][CH2:1][C:2]2[CH:7]=[CH:6][CH:5]=[CH:4][CH:3]=2)[C@@H:20]2[CH2:24][C@H:17]1[CH2:18][CH2:19]2)=[O:15])([CH3:12])([CH3:10])[CH3:11] |f:2.3|. Procedure: Benzylamine (49.7 mmol) is added to a solution of (1R,35,45)-3-formyl-2-aza-bicyclo[2.2.1]heptane-2-carboxylic acid tert-butyl ester (49.7 mmol) in DCM (200 mL). The mixture is treated with sodium triacetoxyborohydride (69.6 mmol), stirred for additional 20 min, poured into water (200 mL) and stirred vigorously for 10 min. The layers are separated and the aq. layer is extracted twice with DCM (2×100 mL). The combined organic layers are washed with sat. NaHCO3 solution (100 mL), water (100 mL) an... As a reaction SMILES: [CH3:1][n:2]1[c:3]([CH2:11][O:12][c:13]2[cH:14][cH:15][c:16]([CH2:17][CH:18]3[C:19](=[O:43])[N:20]([C:24]([c:25]4[cH:26][cH:27][cH:28][cH:29][cH:30]4)([c:31]4[cH:32][cH:33][cH:34][cH:35][cH:36]4)[c:37]4[cH:38][cH:39][cH:40][cH:41][cH:42]4)[C:21](=[O:23])[S:22]3)[cH:44][cH:45]2)[n:4][c:5]2[n:6][cH:7][cH:8][cH:9][c:10]12.[CH3:46][C:47](=[O:48])[OH:49].[OH2:50]>>[CH3:1][n:2]1[c:3]([CH2:11][O:12][c:13]2[cH:14][cH:15][c:16]([CH2:17][CH:18]3[C:19](=[O:43])[NH:20][C:21](=[O:23])[S:22]3)[cH:44][cH:45]2)[n:4][c:5]2[n:6][cH:7][cH:8][cH:9][c:10]12. Yields the product Cn1c(COc2ccc(CC3SC(=O)NC3=O)cc2)nc2ncccc21. Reactants: Cn1c(COc2ccc(CC3SC(=O)N(C(c4ccccc4)(c4ccccc4)c4ccccc4)C3=O)cc2)nc2ncccc21, CC(=O)O, O. The reactants are Cl (hydrochloric acid), C([O-])([O-])=O.[K+].[K+] (potassium carbonate), C(C)(=O)NC=1C=C2COC(=O)C2=CC1 (5-acetamidophthalide), [H-].[Na+] (sodium hydride), OC(COS(=O)(=O)C1=CC=C(C=C1)C)(CC(C)C1=C(C=CC(=C1)F)OC)C(F)(F)F (4-toluenesulfonic acid-[2-hydroxy-4-(5-fluoro-2-methoxyphenyl)-2-trifluoromethyl-pentyl]-ester). Solvent: CN(C=O)C (dimethylformamide). Reaction conditions: temperature 60 celsius, time 16 hour. Yields the product OC(CNC=1C=C2COC(=O)C2=CC1)(CC(C)(C)C1=C(C=CC(=C1)F)OC)C (5-[2-Hydroxy-4-(5-fluoro-2-methoxyphenyl)-4-methyl-2-methyl-pentylamino]-phthalide). RXN SMILES: C([NH:4][C:5]1[CH:6]=[C:7]2[C:12](=[CH:13][CH:14]=1)[C:10](=[O:11])[O:9][CH2:8]2)(=O)C.[H-].[Na+].[OH:17][C:18]([C:43](F)(F)F)([CH2:31][CH:32]([C:34]1[CH:39]=[C:38]([F:40])[CH:37]=[CH:36][C:35]=1[O:41][CH3:42])[CH3:33])[CH2:19]OS(C1C=CC(C)=CC=1)(=O)=O.Cl.[C:48](=O)([O-])[O-].[K+].[K+]>CN(C)C=O>[OH:17][C:18]([CH3:43])([CH2:31][C:32]([C:34]1[CH:39]=[C:38]([F:40])[CH:37]=[CH:36][C:35]=1[O:41][CH3:42])([CH3:33])[CH3:48])[CH2:19][NH:4][C:5]1[CH:6]=[C:7]2[C:12](=[CH:13][CH:14]=1)[C:10](=[O:11])[O:9][CH2:8]2 |f:1.2,5.6.7|. Procedure: 688 mg of 5-acetamidophthalide in 15 ml of dimethylformamide is mixed under argon at 0° C. with 108 mg of an 80% sodium hydride/oil suspension. After 10 minutes of stirring at this temperature, 556 mg of 4-toluenesulfonic acid-[2-hydroxy-4-(5-fluoro-2-methoxyphenyl)-2-trifluoromethyl-pentyl]-ester is added. After 16 hours of stirring at 60° C., it is added to 1 M hydrochloric acid, neutralized with potassium carbonate and extracted with ethyl acetate. After drying (Na2SO4), the crude product is ... Reactants: NC=1SC(=C(N1)C(F)(F)F)C(=O)OCC (ethyl 2-amino-4trifluoromethyl-5-thiazolecarboxylate), [I-].[K+] (potassium iodide), P(O)(O)(O)=O (phosphoric acid), [N+](=O)(O)[O-] (nitric acid), N(=O)[O-].[Na+] (sodium nitrite). Solvent: O (water), O (water). Reaction conditions: time 10 minute. Product: IC=1SC(=C(N1)C(F)(F)F)C(=O)OCC (Ethyl 2-Iodo-4-Trifluoromethyl-5-Thiazolecarboxylate). Yield: 25.7%. Reaction SMILES: N[C:2]1[S:3][C:4]([C:11]([O:13][CH2:14][CH3:15])=[O:12])=[C:5]([C:7]([F:10])([F:9])[F:8])[N:6]=1.P(=O)(O)(O)O.[N+]([O-])(O)=O.N([O-])=O.[Na+].[I-:29].[K+]>O>[I:29][C:2]1[S:3][C:4]([C:11]([O:13][CH2:14][CH3:15])=[O:12])=[C:5]([C:7]([F:10])([F:9])[F:8])[N:6]=1 |f:3.4,5.6|. Procedure: To a cold (-5° C.) solution of 4.0 g (0.0166 mole) of ethyl 2-amino-4trifluoromethyl-5-thiazolecarboxylate, prepared according to U.S. Pat. No. 2,726,237, in 30 ml. of 85% phosphoric acid and 30 ml. of 70% nitric acid was added a solution of 1.26 g (0.0166 mole) of sodium nitrite in 10 ml. of water in 10 minutes. The reaction mixture was stirred for 10 minutes and poured into a solution of 10 g of potassium iodide in 100 ml. of water. The reaction mixture was stirred overnight and extracted with... Yields the product C[Si](C1=C(C(=C(C1C)C)C)C)(C1C(=CC2=C(C=CC=C12)C1=CC=CC=C1)C)C (dimethyl(2-methyl-4-phenyl-1H-indenyl)(2,3,4,5-tetramethylcyclopenta-dienyl)silane). The solvent is O1CCCC1 (tetrahydrofuran). The reactants are Cl[Si](C1C(=CC2=C(C=CC=C12)C1=CC=CC=C1)C)(C)C (chlorodimethyl(2-methyl-4-phenyl-1H-indenyl)silane), CC1=C(C(=C([CH-]1)C)C)C.[Na+] (sodium (tetramethylcyclopentadienide)). Procedure: To a light yellow solution of chlorodimethyl(2-methyl-4-phenyl-1H-indenyl)silane (9.40 g, 31.4 mmol, 1.00 eq.) in tetrahydrofuran (40 mL) at −30° C. was added sodium (tetramethylcyclopentadienide) (4.76 g, 33.0 mmol, 1.05 equiv.) in portions to give a cloudy orange solution. The reaction was allowed to warm to room temperature and stirred for 23 hours. The mixture was evaporated under vacuum leaving an orange residue. The residue was extracted with pentane (50 mL) and the extract was filtered to... Reaction conditions: time 23 hour. RXN SMILES: Cl[Si:2]([CH3:20])([CH3:19])[CH:3]1[C:11]2[C:6](=[C:7]([C:12]3[CH:17]=[CH:16][CH:15]=[CH:14][CH:13]=3)[CH:8]=[CH:9][CH:10]=2)[CH:5]=[C:4]1[CH3:18].[CH3:21][C:22]1[CH-:26][C:25]([CH3:27])=[C:24]([CH3:28])[C:23]=1[CH3:29].[Na+]>O1CCCC1>[CH3:19][Si:2]([CH3:20])([CH:3]1[C:11]2[C:6](=[C:7]([C:12]3[CH:17]=[CH:16][CH:15]=[CH:14][CH:13]=3)[CH:8]=[CH:9][CH:10]=2)[CH:5]=[C:4]1[CH3:18])[C:26]1[CH:25]([CH3:27])[C:24]([CH3:28])=[C:23]([CH3:29])[C:22]=1[CH3:21] |f:1.2|.